Dataset: the Open Reaction Database (ORD), a public repository of structured organic reaction records. Task: describe an organic reaction: reactants, conditions, products, and yield Reactants: O=C([O-])O, C1CCOC1, ClCCl, NNC(N)=S, [Na+], O=S(Cl)Cl, O=C(O)c1ccoc1. The product is NC(=S)NNC(=O)c1ccoc1. Reaction SMILES: [C:18](=[O:19])([OH:20])[O-:21].[CH2:23]1[O:24][CH2:25][CH2:26][CH2:27]1.[Cl:28][CH2:29][Cl:30].[NH2:13][NH:14][C:15](=[S:16])[NH2:17].[Na+:22].[S:1]([Cl:2])([Cl:3])=[O:4].[o:5]1[cH:6][c:7]([C:10](=[O:11])[OH:12])[cH:8][cH:9]1>>[o:5]1[cH:6][c:7]([C:10](=[O:12])[NH:13][NH:14][C:15](=[S:16])[NH2:17])[cH:8][cH:9]1. Starting materials: BrC=1C=2C3=C(N(C2C=CC1)C)C(N(N=C3CC#N)C3=CC=CC=C3)=O (9-bromo-5-methyl-4-oxo-3-phenyl-3,5-dihydro-4H-pyridazino[4,5-b]indole-1-acetonitrile), C(C)(=O)O (acetic acid), Cl (hydrochloric acid). The product is BrC=1C=2C3=C(N(C2C=CC1)C)C(N(N=C3CC(=O)O)C3=CC=CC=C3)=O (9-Bromo-5-methyl-4-oxo-3-phenyl-3,5-dihydro-4H-pyridazino[4,5-b]indole-1-acetic acid). As a reaction SMILES: [Br:1][C:2]1[C:3]2[C:4]3[C:15](CC#N)=[N:14][N:13]([C:19]4[CH:24]=[CH:23][CH:22]=[CH:21][CH:20]=4)[C:12](=[O:25])[C:5]=3[N:6]([CH3:11])[C:7]=2[CH:8]=[CH:9][CH:10]=1.Cl.[C:27]([OH:30])(=[O:29])[CH3:28]>>[Br:1][C:2]1[C:3]2[C:4]3[C:15]([CH2:28][C:27]([OH:30])=[O:29])=[N:14][N:13]([C:19]4[CH:20]=[CH:21][CH:22]=[CH:23][CH:24]=4)[C:12](=[O:25])[C:5]=3[N:6]([CH3:11])[C:7]=2[CH:8]=[CH:9][CH:10]=1. Reported procedure: A solution of 4.8 g (12.2 mmol) of 9-bromo-5-methyl-4-oxo-3-phenyl-3,5-dihydro-4H-pyridazino[4,5-b]indole-1-acetonitrile in a mixture of 190 ml of acetic acid and of 50 ml of concentrated hydrochloric acid is heated at reflux for 6 h. The solution is concentrated under reduced pressure and the residue is taken up in a mixture of dichloromethane and of water. Basification is carried out with 30% sodium hydroxide solution, separation is carried out by settling and extraction is carried out with di...